Task: describe an organic reaction: reactants, conditions, products, and yield. Dataset: the Open Reaction Database (ORD), a public repository of structured organic reaction records Reactants: C(C)(C)(C)C=1N=C(C2=C(N1)N(N=N2)CC)N2CC(CC2)(F)F (5-tert-Butyl-7-(3,3-difluoro-pyrrolidin-1-yl)-3-ethyl-3H-[1,2,3]triazolo[4,5-d]pyrimidine), C(C)(C)(C)C=1N=C(C2=C(N1)NN=N2)N2CC(CC2)(F)F (5-tert-butyl-7-(3,3-difluoropyrrolidin-1-yl)-3H-[1,2,3]triazolo[4,5-d]pyrimidine), Br.BrCC=1C(=NC=CC1)Cl (3-(bromomethyl)-2-chloropyridine hydrobromide). The product is C(C)(C)(C)C=1N=C(C2=C(N1)N(N=N2)CC=2C(=NC=CC2)Cl)N2CC(CC2)(F)F (5-tert-Butyl-3-(2-chloro-pyridin-3-ylmethyl)-7-(3,3-difluoro-pyrrolidin-1-yl)-3H-[1,2,3]triazolo[4,5-d]pyrimidine). RXN SMILES: [C:1]([C:5]1[N:6]=[C:7]([N:16]2[CH2:20][CH2:19][C:18]([F:22])([F:21])[CH2:17]2)[C:8]2[N:13]=[N:12][N:11]([CH2:14][CH3:15])[C:9]=2[N:10]=1)([CH3:4])([CH3:3])[CH3:2].C(C1N=C(N2CCC(F)(F)C2)C2N=NNC=2N=1)(C)(C)C.Br.BrCC1[C:47]([Cl:52])=[N:48][CH:49]=[CH:50][CH:51]=1>>[C:1]([C:5]1[N:6]=[C:7]([N:16]2[CH2:20][CH2:19][C:18]([F:21])([F:22])[CH2:17]2)[C:8]2[N:13]=[N:12][N:11]([CH2:14][C:15]3[C:47]([Cl:52])=[N:48][CH:49]=[CH:50][CH:51]=3)[C:9]=2[N:10]=1)([CH3:2])([CH3:3])[CH3:4] |f:2.3|. Procedure: In analogy to the procedure described for the synthesis of 5-tert-butyl-7-(3,3-difluoropyrrolidin-1-yl)-3-ethyl-3H-[1,2,3]triazolo[4,5-d]pyrimidine (example 61), the title compound was prepared from 5-tert-butyl-7-(3,3-difluoropyrrolidin-1-yl)-3H-[1,2,3]triazolo[4,5-d]pyrimidine and 3-(bromomethyl)-2-chloropyridine hydrobromide and isolated as light-yellow gum. MS(m/e): 408.3 (MH+). Run in C(C)(C)O (Isopropanol), C(C)(C)O (isopropanol). Reaction SMILES: [CH3:1][N:2]([CH3:8])[CH2:3][CH2:4][C:5](=[O:7])[CH3:6].[N:9](OC(C)C)=[O:10].C(OCC)C.[ClH:20]>C(O)(C)C>[ClH:20].[OH:10][N:9]=[C:4]([C:5](=[O:7])[CH3:6])[CH2:3][N:2]([CH3:8])[CH3:1] |f:5.6|. Starting materials: Cl (hydrogen chloride), CN(CCC(C)=O)C (4-dimethylamino-2-butanone), Cl (hydrogen chloride), C(C)OCC (diethyl ether), congo red, N(=O)OC(C)C (Isopropyl nitrite). The product is Cl.ON=C(CN(C)C)C(C)=O (2-Hydroxyimino-1-Dimethylamino-3-Butanone Hydrochloride). Reaction conditions: time 30 minute. Procedure: To a solution of 4-dimethylamino-2-butanone[34.5 g, 0.3 moles, described by E. C. du Feu et al., J. Chem. Soc., 56 (1937)] in dry isopropanol (120 ml), gaseous hydrogen chloride is introduced at 0° C. until the solution is acidic to congo red (ca. pH=4). Isopropanol saturated with hydrogen chloride (2 ml) is added. Isopropyl nitrite (29.4 g, 0.33 moles) is added dropwise with stirring while maintaining the reaction temperature at 30° to 35° C. After 30 min, diethyl ether (100 ml) is added and th... The reactants are CCOC(COc1ccc(CC2SC(=O)NC2=O)cc1)OCC, Cl, C1CCOC1, O. Product: O=CCOc1ccc(CC2SC(=O)NC2=O)cc1. As a reaction SMILES: [CH2:2]([O:4][CH:5]([O:3][CH2:22][CH3:23])[CH2:6][O:7][c:8]1[cH:9][cH:10][c:11]([CH2:12][CH:13]2[C:14](=[O:19])[NH:15][C:16](=[O:18])[S:17]2)[cH:20][cH:21]1)[CH3:24].[ClH:1].[O:25]1[CH2:26][CH2:27][CH2:28][CH2:29]1.[OH2:30]>>[O:4]=[CH:5][CH2:6][O:7][c:8]1[cH:9][cH:10][c:11]([CH2:12][CH:13]2[C:14](=[O:19])[NH:15][C:16](=[O:18])[S:17]2)[cH:20][cH:21]1. The reactants are [Li]CCCC, O=C(NC(Cc1ccccc1)C1CO1)OCc1ccccc1, CC(C)CCCS(=O)(=O)c1ccccc1, C1CCOC1. The product is CC(C)CCC(CC(O)C(Cc1ccccc1)NC(=O)OCc1ccccc1)S(=O)(=O)c1ccccc1. Reaction SMILES: [CH2:16]([Li:17])[CH2:18][CH2:19][CH3:20].[CH2:21]([c:22]1[cH:23][cH:24][cH:25][cH:26][cH:27]1)[O:28][C:29]([NH:30][CH:31]([CH2:32][c:33]1[cH:34][cH:35][cH:36][cH:37][cH:38]1)[CH:39]1[O:40][CH2:41]1)=[O:42].[CH3:1][CH:2]([CH2:3][CH2:4][CH2:5][S:6](=[O:7])(=[O:8])[c:9]1[cH:10][cH:11][cH:12][cH:13][cH:14]1)[CH3:15].[O:43]1[CH2:44][CH2:45][CH2:46][CH2:47]1>>[CH3:1][CH:2]([CH2:3][CH2:4][CH:5]([S:6](=[O:7])(=[O:8])[c:9]1[cH:10][cH:11][cH:12][cH:13][cH:14]1)[CH2:41][CH:39]([CH:31]([NH:30][C:29]([O:28][CH2:21][c:22]1[cH:23][cH:24][cH:25][cH:26][cH:27]1)=[O:42])[CH2:32][c:33]1[cH:34][cH:35][cH:36][cH:37][cH:38]1)[OH:40])[CH3:15]. Reactants: C(CC(O)(C(=O)O)CC(=O)O)(=O)O (citric acid), [Br-].C(=O)(OC)C1=CC=C(C[P+](C2=CC=CC=C2)(C2=CC=CC=C2)C2=CC=CC=C2)C=C1 (4-carbomethoxybenzyl triphenylphosphonium bromide), CC(C)([O-])C.[K+] (potassium tert-butoxide), ClC1=CC=C(C=C1)N1N=C2CCCCC2=C1C(C=O)C1CCCCC1 ([2-(4-Chloro-phenyl)-4,5,6,7-tetrahydro-2H-indazol-3-yl]-cyclohexyl-acetaldehyde). The solvent is O (H2O), CCOC(=O)C (EtOAc), C1CCOC1 (THF). Conditions: time 4 hour. Product: COC(C1=CC=C(C=C1)\C=C\C(C1CCCCC1)C=1N(N=C2CCCCC12)C1=CC=C(C=C1)Cl)=O ([rac]-4-{(E)-3-[2-(4-Chloro-phenyl)-4,5,6,7-tetrahydro-2H-indazol-3-yl]-3-cyclohexyl-propenyl}-benzoic acid methyl ester). RXN SMILES: [Br-].[C:2]([C:6]1[CH:31]=[CH:30][C:9]([CH2:10][P+](C2C=CC=CC=2)(C2C=CC=CC=2)C2C=CC=CC=2)=[CH:8][CH:7]=1)([O:4][CH3:5])=[O:3].CC(C)([O-])C.[K+].[Cl:38][C:39]1[CH:44]=[CH:43][C:42]([N:45]2[C:53]([CH:54]([CH:57]3[CH2:62][CH2:61][CH2:60][CH2:59][CH2:58]3)[CH:55]=O)=[C:52]3[C:47]([CH2:48][CH2:49][CH2:50][CH2:51]3)=[N:46]2)=[CH:41][CH:40]=1.C(O)(=O)CC(CC(O)=O)(C(O)=O)O>C1COCC1.O.CCOC(C)=O>[CH3:5][O:4][C:2](=[O:3])[C:6]1[CH:7]=[CH:8][C:9](/[CH:10]=[CH:55]/[CH:54]([C:53]2[N:45]([C:42]3[CH:43]=[CH:44][C:39]([Cl:38])=[CH:40][CH:41]=3)[N:46]=[C:47]3[C:52]=2[CH2:51][CH2:50][CH2:49][CH2:48]3)[CH:57]2[CH2:62][CH2:61][CH2:60][CH2:59][CH2:58]2)=[CH:30][CH:31]=1 |f:0.1,2.3|. Reported procedure: To a solution of 379 mg (0.772 mmol) 4-carbomethoxybenzyl triphenylphosphonium bromide ([1253-46-9]) in 6 ml THF was added 87 mg (0.772 mmol) potassium tert-butoxide at 0° C. The reaction mixture was stirred for 15 minutes at 0° C. [2-(4-Chloro-phenyl)-4,5,6,7-tetrahydro-2H-indazol-3-yl]-cyclohexyl-acetaldehyde (0.772 mmol; 1 eq.) was added at 0° C. The reaction mixture was stirred for 4 hours at room temperature. The reaction mixture was poured on 30 ml citric acid 10% in H2O and 30 ml EtOAc. T...